Dataset: the Open Reaction Database (ORD), a public repository of structured organic reaction records. Task: describe an organic reaction: reactants, conditions, products, and yield Starting materials: CC=1C=NC=CC1CC (3-methyl-4-ethylpyridine), BrCCCC1=CC(=CC=C1)C(F)(F)F (1-bromo-3-(3-trifluoromethylphenyl)-propane). Yields the product FC(C=1C=C(C=CC1)CCCC(C)C1=C(C=NC=C1)C)(F)F (1-(3-trifluoromethylphenyl)-4-(3-methyl-4-pyridyl)-pentane). The yield is 47.4%. As a reaction SMILES: [CH3:1][C:2]1[CH:3]=[N:4][CH:5]=[CH:6][C:7]=1[CH2:8][CH3:9].Br[CH2:11][CH2:12][CH2:13][C:14]1[CH:19]=[CH:18][CH:17]=[C:16]([C:20]([F:23])([F:22])[F:21])[CH:15]=1>>[F:21][C:20]([F:23])([F:22])[C:16]1[CH:15]=[C:14]([CH2:13][CH2:12][CH2:11][CH:8]([C:7]2[CH:6]=[CH:5][N:4]=[CH:3][C:2]=2[CH3:1])[CH3:9])[CH:19]=[CH:18][CH:17]=1. Reported procedure: 1.83 g (15.1 mmol) of 3-methyl-4-ethylpyridine and 4.03 g (15.1 mmol) of 1-bromo-3-(3-trifluoromethylphenyl)-propane were reacted in the same manner as in Example 26. The reaction product was purified to obtain 2.20 g of the desired compound (yield: 47.5%). Reactants: Cl (hydrochloric acid), N1=CC=C(C=C1)CCCN(C)CCC(=O)OCC (ethyl 3-{N-[3-(pyrid-4-yl)propyl]-N-methyl-amino}-propionate). Solvent: 4-n. Yields the product Cl.N1=CC=C(C=C1)CCCN(C)CCC(=O)O (3-{N-[3-(pyrid-4-yl)propyl]-N-methyl-amino}-propionic acid hydrochloride). As a reaction SMILES: [N:1]1[CH:6]=[CH:5][C:4]([CH2:7][CH2:8][CH2:9][N:10]([CH2:12][CH2:13][C:14]([O:16]CC)=[O:15])[CH3:11])=[CH:3][CH:2]=1.[ClH:19]>>[ClH:19].[N:1]1[CH:6]=[CH:5][C:4]([CH2:7][CH2:8][CH2:9][N:10]([CH2:12][CH2:13][C:14]([OH:16])=[O:15])[CH3:11])=[CH:3][CH:2]=1 |f:2.3|. Procedure details: The ethyl 3-{N-[3-(pyrid-4-yl)propyl]-N-methyl-amino}-propionate obtained is refluxed for 24 hours with 600 ml of 4-n hydrochloric acid. The reaction mixture is evaporated to complete dryness, and the crystalline residue formed is separated, washed with water and dried yielding 3-{N-[3-(pyrid-4-yl)propyl]-N-methyl-amino}-propionic acid hydrochloride. The reactants are O (water), C(=O)(O)[O-].[Na+] (NaHCO3), SO2Cl2, ClC1=CC=2N(C3=CC=CC=C3SC2C=C1)C(CCN1C=NC=C1)=O (2-chloro-10-[3-(imidazol-1-yl)-propionyl]-phenothiazine), O (water). Solvent: C(Cl)Cl (CH2Cl2), C(Cl)Cl (CH2Cl2). Run at time 2 hour. Product: ClC1=CC=2N(C3=CC=CC=C3S(C2C=C1)=O)C(CCN1C=NC=C1)=O (2-chloro-10-[3-(imidazol-1-yl)-propionyl]-phenothiazine-5-oxide). Reaction SMILES: [Cl:1][C:2]1[CH:15]=[CH:14][C:13]2[S:12][C:11]3[C:6](=[CH:7][CH:8]=[CH:9][CH:10]=3)[N:5]([C:16](=[O:24])[CH2:17][CH2:18][N:19]3[CH:23]=[CH:22][N:21]=[CH:20]3)[C:4]=2[CH:3]=1.O.C([O-])(O)=[O:27].[Na+]>C(Cl)Cl>[Cl:1][C:2]1[CH:15]=[CH:14][C:13]2[S:12](=[O:27])[C:11]3[C:6](=[CH:7][CH:8]=[CH:9][CH:10]=3)[N:5]([C:16](=[O:24])[CH2:17][CH2:18][N:19]3[CH:23]=[CH:22][N:21]=[CH:20]3)[C:4]=2[CH:3]=1 |f:2.3|. Reported procedure: A solution of 14 g of SO2Cl2 in 65 ml of CH2Cl2 is added dropwise over the course of 1 hour and at 10° to a mixture of 35.6 g of 2-chloro-10-[3-(imidazol-1-yl)-propionyl]-phenothiazine, 8.2 g of silica gel, 8.2 ml of water and 850 ml of CH2Cl2. Stirring is continued for 2 hours at 10°; 100 ml of water is added dropwise and the mixture is rendered alkaline by adding NaHCO3. Working up in the customary manner gives 2-chloro-10-[3-(imidazol-1-yl)-propionyl]-phenothiazine-5-oxide, melting point 148°... Starting materials: potassium t-butylate, [Cl-].COC[P+](C1=CC=CC=C1)(C1=CC=CC=C1)C1=CC=CC=C1 (methoxymethyl-triphenylphosphonium chloride), C(#N)C1=CC=C(C=C1)[C@@H]1CC[C@H](CC1)C=O (trans-4-(p-cyanophenyl)cyclohexanecarboxaldehyde). Solvent: COC(C)(C)C (t-butyl methyl ether), COC(C)(C)C (t-butyl methyl ether). Run at temperature 0 celsius, time 1 hour. Product: COC=C[C@@H]1CC[C@H](CC1)C1=CC=C(C#N)C=C1 (p-[trans-4-(2-methoxyvinyl)cyclohexyl]benzonitrile). The yield is 74.4%. Reaction SMILES: [Cl-].[CH3:2][O:3][CH2:4][P+](C1C=CC=CC=1)(C1C=CC=CC=1)C1C=CC=CC=1.[C:24]([C:26]1[CH:31]=[CH:30][C:29]([C@H:32]2[CH2:37][CH2:36][C@H:35]([CH:38]=O)[CH2:34][CH2:33]2)=[CH:28][CH:27]=1)#[N:25]>COC(C)(C)C>[CH3:2][O:3][CH:4]=[CH:38][C@H:35]1[CH2:34][CH2:33][C@H:32]([C:29]2[CH:28]=[CH:27][C:26]([C:24]#[N:25])=[CH:31][CH:30]=2)[CH2:37][CH2:36]1 |f:0.1|. Procedure details: A suspension of 29.0 g of methoxymethyl-triphenylphosphonium chloride in 200 ml of t-butyl methyl ether was treated with 9.7 g of potassium t-butylate at -10° C. within 3 minutes while gassing with argon in a sulphonation flask provided with a mechanical stirrer. The orange suspension was stirred at about 0° C. for 1 hour, then treated dropwise at -10° C. within 10 minutes with a solution of 12.0 g of trans-4-(p-cyanophenyl)cyclohexanecarboxaldehyde in 90 ml of t-butyl methyl ether and stirred a... Reactants: [BH4-].[Na+] (sodium borohydride), C(C(=O)N)(=S)OCC (Ethyl thiooxamate), C(C)O (ethanol), [Na] (sodium), BrCC(C(C)(C)C)=O (1-bromopinacolone). Reaction conditions: time 16 hour. Yields the product C(C)(C)(C)C=1N=C(SC1)CO ([4-(tert-Butyl)-1,3-thiazol-2-yl]methanol). The yield is 44.0%. RXN SMILES: [C:1](OCC)(=[S:5])[C:2]([NH2:4])=O.BrC[C:11](=O)[C:12](C)([CH3:14])[CH3:13].[Na].[BH4-].[Na+].[CH2:20]([OH:22])[CH3:21]>>[C:12]([C:2]1[N:4]=[C:21]([CH2:20][OH:22])[S:5][CH:1]=1)([CH3:14])([CH3:13])[CH3:11] |f:3.4,^1:16|. Procedure details: Ethyl thiooxamate (4.94 g, 37.1 mmol) was dissolved in anhydrous ethanol (250 ml), added with 1-bromopinacolone (4.99 ml, 37.1 mmol), and refluxed by heating for 4 hours. The reaction mixture was concentrated, neutralized with saturated aqueous sodium hydrogencarbonate, and extracted with ethyl acetate. The organic layer was dried over sodium sulfate, and then the solvent was evaporated under reduced pressure. The residue was dissolved in anhydrous ethanol (200 ml), added with sodium hydroboride... The reactants are C(CCCCCCC)C1C(=O)OC(C1)=O (n-octylsuccinic anhydride), [Cl-] (chloride), P(Cl)(Cl)(Cl)(Cl)Cl (PCl5), liquid. The product is C(CCCCCCC)C(C(=O)Cl)CC(=O)Cl (n-Octylsuccinyl dichloride). The yield is 79.2%. Reaction SMILES: [CH2:1]([CH:9]1[CH2:14][C:13](=[O:15])O[C:10]1=[O:11])[CH2:2][CH2:3][CH2:4][CH2:5][CH2:6][CH2:7][CH3:8].P(Cl)(Cl)(Cl)(Cl)[Cl:17].[Cl-:22]>>[CH2:1]([CH:9]([CH2:14][C:13]([Cl:17])=[O:15])[C:10]([Cl:22])=[O:11])[CH2:2][CH2:3][CH2:4][CH2:5][CH2:6][CH2:7][CH3:8]. Procedure: n-Octylsuccinyl dichloride was prepared by reacting n-octylsuccinic anhydride with PCl5 at 105°-110° C for about four hours. After working the product up 101.3 g of liquid was obtained which had a purity of 84.3% according to chloride content. The corrected yield was 79.2%. The reactants are N(=O)[O-].[Na+] (sodium nitrite), CS(=O)(=O)C1=C(N)C=CC=C1 (2-Methylsulfonylaniline), N(=O)[O-].[Na+] (sodium nitrite), S(=O)=O (Sulfur dioxide), CuCl2·2H2O, Cl (HCl). Isolated yield 61.0%. Reported procedure: 2-Methylsulfonylaniline (48 g, 0.28 mole), was added portion-wise with stirring to 365 mL of water, 250 mL of conc. HCl and 60 mL of HOAc. The mixture was cooled to 50° C. and sodium nitrite (22.3 g; 0.32 mole) dissolved in 250 mL water, was added drop-wise with stirring maintaining the temperature between 0-5° C. After complete addition of sodium nitrite, the resulting solution was stirred for 30 minutes at 0-5° C. Sulfur dioxide was bubbled into 200 mL of glacial acetic acid at room temperatur... Reagents/catalysts: Cl[Cu] (CuCl). As a reaction SMILES: [CH3:1][S:2]([C:5]1[CH:11]=[CH:10][CH:9]=[CH:8][C:6]=1N)(=[O:4])=[O:3].[ClH:12].N([O-])=O.[Na+].[S:17](=[O:19])=[O:18]>O.Cl[Cu].CC(O)=O>[CH3:1][S:2]([C:5]1[CH:11]=[CH:10][CH:9]=[CH:8][C:6]=1[S:17]([Cl:12])(=[O:19])=[O:18])(=[O:4])=[O:3] |f:2.3|. Product: CS(=O)(=O)C1=C(C=CC=C1)S(=O)(=O)Cl (2-methylsulfonylbenzenesulfonyl chloride). Reaction conditions: temperature 50 celsius. Run in O (water), CC(=O)O (HOAc), C(C)(=O)O (acetic acid), O (water), CC(=O)O (HOAc). Reactants: BrB(Br)Br, COc1cccc(-c2nc3ccccc3c(=O)[nH]2)c1, ClCCl. Product: O=c1[nH]c(-c2cccc(O)c2)nc2ccccc12. As a reaction SMILES: [B:20]([Br:21])([Br:22])[Br:23].[CH3:1][O:2][c:3]1[cH:4][c:5](-[c:9]2[n:10][c:11]3[cH:12][cH:13][cH:14][cH:15][c:16]3[c:17](=[O:19])[nH:18]2)[cH:6][cH:7][cH:8]1.[Cl:24][CH2:25][Cl:26]>>[OH:2][c:3]1[cH:4][c:5](-[c:9]2[n:10][c:11]3[cH:12][cH:13][cH:14][cH:15][c:16]3[c:17](=[O:19])[nH:18]2)[cH:6][cH:7][cH:8]1.